Dataset: the Open Reaction Database (ORD), a public repository of structured organic reaction records. Task: describe an organic reaction: reactants, conditions, products, and yield Reactants: Brc1cccc2c1CC(N(Cc1ccccc1)Cc1ccccc1)CC2, Cn1cc(B2OC(C)(C)C(C)(C)O2)cn1. The product is Cn1cc(-c2cccc3c2CC(N(Cc2ccccc2)Cc2ccccc2)CC3)cn1. RXN SMILES: [CH2:16]([c:17]1[cH:18][cH:19][cH:20][cH:21][cH:22]1)[N:23]([CH:24]1[CH2:25][c:26]2[c:27]([Br:34])[cH:28][cH:29][cH:30][c:31]2[CH2:32][CH2:33]1)[CH2:35][c:36]1[cH:37][cH:38][cH:39][cH:40][cH:41]1.[CH3:1][n:2]1[n:3][cH:4][c:5]([B:7]2[O:8][C:9]([CH3:10])([CH3:11])[C:12]([CH3:13])([CH3:14])[O:15]2)[cH:6]1>>[CH3:1][n:2]1[n:3][cH:4][c:5](-[c:27]2[c:26]3[c:31]([cH:30][cH:29][cH:28]2)[CH2:32][CH2:33][CH:24]([N:23]([CH2:16][c:17]2[cH:18][cH:19][cH:20][cH:21][cH:22]2)[CH2:35][c:36]2[cH:37][cH:38][cH:39][cH:40][cH:41]2)[CH2:25]3)[cH:6]1.